Dataset: the Open Reaction Database (ORD), a public repository of structured organic reaction records. Task: describe an organic reaction: reactants, conditions, products, and yield Starting materials: ClCl (Chlorine), C(C)(=O)[O-].[Na+] (sodium acetate), C1(CC1)C=1NC(=CC(N1)=O)C(OCC)OCC (2-cyclopropyl-6-(diethoxymethyl)-4(1H)-pyrimidinone), C1(CC1)C=1NC(=CC(N1)=O)C(OCC)OCC (2-cyclopropyl-6-(diethoxymethyl)-4(1H)-pyrimidinone). The solvent is C(C)(=O)O (acetic acid). Run at temperature 29 celsius. The product is ClC=1C(N=C(NC1C(OCC)OCC)C1CC1)=O (5-chloro-2-cyclopropyl-6-(diethoxymethyl)-4(1H)-pyrimidinone). Yield: 98.0%. As a reaction SMILES: [Cl:1]Cl.[CH:3]1([C:6]2[NH:7][C:8]([CH:13]([O:17][CH2:18][CH3:19])[O:14][CH2:15][CH3:16])=[CH:9][C:10](=[O:12])[N:11]=2)[CH2:5][CH2:4]1.C([O-])(=O)C.[Na+]>C(O)(=O)C>[Cl:1][C:9]1[C:10](=[O:12])[N:11]=[C:6]([CH:3]2[CH2:4][CH2:5]2)[NH:7][C:8]=1[CH:13]([O:14][CH2:15][CH3:16])[O:17][CH2:18][CH3:19] |f:2.3|. Reported procedure: Chlorine was carefully passed through 2-cyclopropyl-6-(diethoxymethyl)-4(1H)-pyrimidinone (i.e. the product of Example 3) (46.0 g, 0.193 mol) and sodium acetate (18.8 g, 0.229 mol) in acetic acid (185 mL). The temperature was maintained in the range of about 28-30° C. When the starting material had been consumed, the flow of chlorine was stopped immediately. Toluene (185 mL) was added, and the mixture was evaporated under reduced pressure. The process was repeated. The mixture was partitioned be...